Task: describe an organic reaction: reactants, conditions, products, and yield. Dataset: the Open Reaction Database (ORD), a public repository of structured organic reaction records Starting materials: C(C)OC(=O)C=1N=CC=2NC3=CC=CC(=C3C2C1C)CO (5-hydroxymethyl-4-methyl-beta-carboline-3-carboxylic acid ethyl ester), C(C)OC(C(C(C)O)[N+](=O)[O-])=O (2-nitro-3-hydroxybutyric acid ethyl ester). The product is C(C)OC(=O)C=1N=CC=2NC3=CC=CC(=C3C2C1C)C=O (5-Formyl 4-methyl-beta-carboline-3-carboxylic acid ethyl ester). RXN SMILES: [CH2:1]([O:3][C:4]([C:6]1[N:7]=[CH:8][C:9]2[NH:10][C:11]3[C:16]([C:17]=2[C:18]=1[CH3:19])=[C:15]([CH2:20][OH:21])[CH:14]=[CH:13][CH:12]=3)=[O:5])[CH3:2].C(OC(=O)C([N+]([O-])=O)C(O)C)C>>[CH2:1]([O:3][C:4]([C:6]1[N:7]=[CH:8][C:9]2[NH:10][C:11]3[C:16]([C:17]=2[C:18]=1[CH3:19])=[C:15]([CH:20]=[O:21])[CH:14]=[CH:13][CH:12]=3)=[O:5])[CH3:2]. Procedure: The synthesis takes place according to the method described in example 1 from 5-hydroxymethyl-4-methyl-beta-carboline-3-carboxylic acid ethyl ester, which in turn is prepared according to example 2 from 2-nitro-3-hydroxybutyric acid ethyl ester in 5 stages. Procedure details: -- A solution of 8.04 g (0.04 mole) of thiopyrano[3,2-b]indol-4(5H)-one in 200 ml of acetic acid is treated dropwise with stirring at room temperature with 8.0 g (0.05 mole) of bromine. An immediate heavy precipitate formed. The mixture is concentrated to dryness and the solid residue suspended in 20 ml of pyridine and stirred for 10 minutes at 95°. The reaction mixture is poured onto ice, the solid is filtered and recrystallized from dimethylformamide, mp 334°-337° C. Run in C(C)(=O)O (acetic acid). Reaction SMILES: [S:1]1[C:13]2[C:12]3[CH:11]=[CH:10][CH:9]=[CH:8][C:7]=3[NH:6][C:5]=2[C:4](=[O:14])[CH:3]=[CH:2]1.[Br:15]Br>C(O)(=O)C>[Br:15][C:10]1[CH:9]=[CH:8][C:7]2[NH:6][C:5]3[C:4](=[O:14])[CH:3]=[CH:2][S:1][C:13]=3[C:12]=2[CH:11]=1. Starting materials: S1C=CC(C=2NC=3C=CC=CC3C21)=O (thiopyrano[3,2-b]indol-4(5H)-one), BrBr (bromine). Reaction conditions: time 10 minute. The product is BrC1=CC=2C3=C(NC2C=C1)C(C=CS3)=O (8-Bromothiopyrano[3,2-b]indol-4(5H)-one). Reactants: stainless steel, O=C(C(=O)OCC)C(=O)[O-] (ethyl oxomalonate), C=CC(C)=C (isoprene), C1(O)=CC=C(O)C=C1 (hydroquinone). Run in C(C)#N (acetonitrile). Yields the product CC=1CC(OCC1)(C(=O)OCC)C(=O)OCC (Diethyl 3,6-Dihydro-4-methyl-2H-pyran-2,2-dicarboxylate). Reaction SMILES: [O:1]=[C:2]([C:8]([O-:10])=[O:9])[C:3]([O:5][CH2:6][CH3:7])=[O:4].[CH2:11]=[CH:12][C:13](=[CH2:15])[CH3:14].[C:16]1(C=CC(O)=C[CH:18]=1)O>C(#N)C>[CH3:15][C:13]1[CH2:14][C:2]([C:8]([O:10][CH2:16][CH3:18])=[O:9])([C:3]([O:5][CH2:6][CH3:7])=[O:4])[O:1][CH2:11][CH:12]=1. Procedure: A mixture of 25.0 g of ethyl oxomalonate, 50 ml of isoprene, 80 mg of hydroquinone and 140 ml of acetonitrile were heated for 6 hours under nitrogen in a stainless steel bomb using an oil bath at 135° C. The reaction mixture was cooled overnight and the solvent evaporated. The resulting product was distilled at 120°-130° C. (0.7 mm Hg) to give 29.6 g of an oil, which was flash chromatographed on silica gel using 20% ethyl acetate in hexane as solvent. The resulting fractions 18-40 were evaporate... The reactants are O=C([O-])[O-], CCO, FC(F)(F)c1ccc(Nc2cc(Cl)ncn2)cc1, Cl, [Na+], [Na+], Cl[Pd]Cl, c1ccc(P(c2ccccc2)c2ccccc2)cc1, c1ccc(P(c2ccccc2)c2ccccc2)cc1, OB(O)c1ccc2nccnc2c1. Product: FC(F)(F)c1ccc(Nc2cc(-c3ccc4nccnc4c3)ncn2)cc1. Reaction SMILES: [C:33](=[O:34])([O-:35])[O-:36].[CH3:80][CH2:81][OH:82].[Cl:1][c:2]1[cH:3][c:4]([NH:8][c:9]2[cH:10][cH:11][c:12]([C:15]([F:16])([F:17])[F:18])[cH:13][cH:14]2)[n:5][cH:6][n:7]1.[ClH:19].[Na+:37].[Na+:38].[Pd:39]([Cl:40])[Cl:41].[c:42]1([P:43]([c:44]2[cH:45][cH:46][cH:47][cH:48][cH:49]2)[c:50]2[cH:51][cH:52][cH:53][cH:54][cH:55]2)[cH:56][cH:57][cH:58][cH:59][cH:60]1.[c:61]1([P:62]([c:63]2[cH:64][cH:65][cH:66][cH:67][cH:68]2)[c:69]2[cH:70][cH:71][cH:72][cH:73][cH:74]2)[cH:75][cH:76][cH:77][cH:78][cH:79]1.[n:20]1[cH:21][cH:22][n:23][c:24]2[c:25]1[cH:26][cH:27][c:28]([B:30]([OH:31])[OH:32])[cH:29]2>>[c:2]1(-[c:28]2[cH:27][cH:26][c:25]3[n:20][cH:21][cH:22][n:23][c:24]3[cH:29]2)[cH:3][c:4]([NH:8][c:9]2[cH:10][cH:11][c:12]([C:15]([F:16])([F:17])[F:18])[cH:13][cH:14]2)[n:5][cH:6][n:7]1. The reactants are [OH-].[Na+] (sodium hydroxide), C(C1=CC=CC=C1)OC(=O)C1(CCN(CC1)CC1=CC=C(C=C1)C1=NOC(=N1)C1=CC(=C(C=C1)C1=CC=CC=C1)F)C(=O)OCC1=CC=CC=C1 (1-{4-[5-(2-fluorobiphenyl-4-yl)-1,2,4-oxadiazole-3-yl]benzyl}piperidine-4,4-dicarboxylic acid dibenzyl ester). Run in O1CCCC1 (tetrahydrofuran). Run at time 8 hour. Product: C(C1=CC=CC=C1)OC(=O)C1(CCN(CC1)CC1=CC=C(C=C1)C1=NOC(=N1)C1=CC(=C(C=C1)C1=CC=CC=C1)F)C(=O)O (1-{4-[5-(2-fluorobiphenyl-4-yl)-1,2,4-oxadiazole-3-yl]benzyl}piperidine-4,4-dicarboxylic acid mono benzyl ester). As a reaction SMILES: [OH-].[Na+].[CH2:3]([O:10][C:11]([C:13]1([C:44]([O:46]CC2C=CC=CC=2)=[O:45])[CH2:18][CH2:17][N:16]([CH2:19][C:20]2[CH:25]=[CH:24][C:23]([C:26]3[N:30]=[C:29]([C:31]4[CH:36]=[CH:35][C:34]([C:37]5[CH:42]=[CH:41][CH:40]=[CH:39][CH:38]=5)=[C:33]([F:43])[CH:32]=4)[O:28][N:27]=3)=[CH:22][CH:21]=2)[CH2:15][CH2:14]1)=[O:12])[C:4]1[CH:9]=[CH:8][CH:7]=[CH:6][CH:5]=1>O1CCCC1>[CH2:3]([O:10][C:11]([C:13]1([C:44]([OH:46])=[O:45])[CH2:18][CH2:17][N:16]([CH2:19][C:20]2[CH:21]=[CH:22][C:23]([C:26]3[N:30]=[C:29]([C:31]4[CH:36]=[CH:35][C:34]([C:37]5[CH:38]=[CH:39][CH:40]=[CH:41][CH:42]=5)=[C:33]([F:43])[CH:32]=4)[O:28][N:27]=3)=[CH:24][CH:25]=2)[CH2:15][CH2:14]1)=[O:12])[C:4]1[CH:9]=[CH:8][CH:7]=[CH:6][CH:5]=1 |f:0.1|. Reported procedure: An aqueous solution (50 mL) of sodium hydroxide (1.7 g, 0.043 mol) is added to a stirred solution of 1-{4-[5-(2-fluorobiphenyl-4-yl)-1,2,4-oxadiazole-3-yl]benzyl}piperidine-4,4-dicarboxylic acid dibenzyl ester (18.3 g, 0.027 mol) in tetrahydrofuran (150 mL). The reaction mixture is stirred overnight at room temperature and then concentrated under reduced pressure. The residue is acidified to pH ˜6 with diluted hydrochloric acid to give a solid which is filtered and washed with diethylether (100 ...